From a dataset of the Open Reaction Database (ORD), a public repository of structured organic reaction records. describe an organic reaction: reactants, conditions, products, and yield Starting materials: solution, CCC([BH-](C(CC)C)C(CC)C)C.[Li+] (L-Selectride), BrC1=NC=CC(=C1)\C(\CC)=N\S(=O)C(C)(C)C (2-methyl-propane-2-sulfinic acid [1-(2-bromo-pyridin-4-yl)-prop-(E)-ylidene]-amide). Solvent: C1CCOC1 (THF), C1CCOC1 (THF). Reaction conditions: time 2.5 hour. The product is BrC1=NC=CC(=C1)[C@@H](CC)NS(=O)C(C)(C)C (2-methyl-propane-2-sulfinic acid [(R)-1-(2-bromo-pyridin-4-yl)-propyl]-amide). As a reaction SMILES: [Br:1][C:2]1[CH:7]=[C:6](/[C:8](=[N:11]/[S:12]([C:14]([CH3:17])([CH3:16])[CH3:15])=[O:13])/[CH2:9][CH3:10])[CH:5]=[CH:4][N:3]=1.CCC(C)[BH-](C(C)CC)C(C)CC.[Li+]>C1COCC1>[Br:1][C:2]1[CH:7]=[C:6]([C@H:8]([NH:11][S:12]([C:14]([CH3:15])([CH3:17])[CH3:16])=[O:13])[CH2:9][CH3:10])[CH:5]=[CH:4][N:3]=1 |f:1.2|. Reported procedure: To a chilled (−78° C.) solution of 2-methyl-propane-2-sulfinic acid [1-(2-bromo-pyridin-4-yl)-prop-(E)-ylidene]-amide (6.0 g, 19 mmol) in THF (280 mL) was added a 1 M solution of L-Selectride in THF (37.8 ml, 37.8 mmol) dropwise. After 2.5 hours, the reaction mixture was quenched with saturated aqueous NH4Cl (100 mL). The layers were separated and the aqueous layer was extracted with EtOAc (2×400 mL). The combined organic layers were washed with brine, and concentrated. The residue was purified ...